This data is from the Open Reaction Database (ORD), a public repository of structured organic reaction records. The task is: describe an organic reaction: reactants, conditions, products, and yield The reactants are CC1CN(Cc2ccccc2)CC1=NO, CCO, [Na+], [OH-]. Yields the product CC1CN(Cc2ccccc2)CC1N. As a reaction SMILES: [CH2:3]([c:4]1[cH:5][cH:6][cH:7][cH:8][cH:9]1)[N:10]1[CH2:11][C:12](=[N:16][OH:17])[CH:13]([CH3:15])[CH2:14]1.[CH3:18][CH2:19][OH:20].[Na+:2].[OH-:1]>>[CH2:3]([c:4]1[cH:5][cH:6][cH:7][cH:8][cH:9]1)[N:10]1[CH2:11][CH:12]([NH2:16])[CH:13]([CH3:15])[CH2:14]1. Reactants: C1(=CC=CC=C1)C(N1C(C2(C3=CC=CC=C13)COC1=C2C=C(C=C1)O)=O)C1=CC=CC=C1 (1′-(diphenylmethyl)-5-hydroxyspiro[1-benzofuran-3,3′-indol]-2′(1′H)-one), C1(=CC=CC=C1)C(N1C(C2(C3=CC(=CC=C13)C)COC=1C2=CC2=C(OCO2)C1)=O)C1=CC=CC=C1 (1′-(diphenylmethyl)-5′-methylspiro[furo[2,3-f][1,3]benzodioxole-7,3′-indol]-2′(1′H)-one). Yields the product OC=1C=CC2=C(C1)C1(C(NC3=CC=CC=C13)=O)CO2 (5-hydroxyspiro[1-benzofuran-3,3′-indol]-2′(1′H)-one). RXN SMILES: C1(C(C2C=CC=CC=2)[N:8]2[C:16]3[C:11](=[CH:12][CH:13]=[CH:14][CH:15]=3)[C:10]3([C:20]4[CH:21]=[C:22]([OH:25])[CH:23]=[CH:24][C:19]=4[O:18][CH2:17]3)[C:9]2=[O:26])C=CC=CC=1.C1(C(C2C=CC=CC=2)N2C3C(=CC(C)=CC=3)C3(C4=CC5OCOC=5C=C4OC3)C2=O)C=CC=CC=1>>[OH:25][C:22]1[CH:23]=[CH:24][C:19]2[O:18][CH2:17][C:10]3([C:11]4[C:16](=[CH:15][CH:14]=[CH:13][CH:12]=4)[NH:8][C:9]3=[O:26])[C:20]=2[CH:21]=1. Procedure: Following the procedure as described in EXAMPLE 1.28, and making non-critical variations using 1′-(diphenylmethyl)-5-hydroxyspiro[1-benzofuran-3,3′-indol]-2′(1′H)-one to replace 1′-(diphenylmethyl)-5′-methylspiro[furo[2,3-f][1,3]benzodioxole-7,3′-indol]-2′(1′H)-one, the title compound was obtained (48%) as a white solid: 1H NMR (300 MHz, DMSO-d6) δ 10.58 (s, 1H), 8.85 (s, 1H), 7.21 (dt, 1H), 7.06 (d, 1H), 6.94 (dd, 1H), 6.89 (d, 1H), 6.72 (d, 1H), 6.54 (dd, 1H), 6.02 (d, 1H), 4.70 (d, 1H), 4.57 ... Starting materials: CC1(C=2C=CC(=CC2C(CC1)(C)C)C(CCC(=O)O)=O)C (4-(5,5,8,8-tetramethyl-5,6,7,8-tetrahydro-2-naphthyl)-4-oxo butyric acid), O (water), mercuric chloride, Cl (HCl), O (water), Cl (HCl), Cl (HCl). The reagents and catalysts are [Zn] (zinc). Solvent: C1(=CC=CC=C1)C (toluene), C1(=CC=CC=C1)C (toluene). Conditions: time 10 minute. The product is CC1(C=2C=CC(=CC2C(CC1)(C)C)CCCC(=O)O)C (4-(5,5,8,8-tetramethyl-5,6,7,8-tetrahydro-2-naphthyl) butyric acid). The yield is 67.1%. Reaction SMILES: O.Cl.[CH3:3][C:4]1([CH3:23])[CH2:13][CH2:12][C:11]([CH3:15])([CH3:14])[C:10]2[CH:9]=[C:8]([C:16](=O)[CH2:17][CH2:18][C:19]([OH:21])=[O:20])[CH:7]=[CH:6][C:5]1=2>[Zn].C1(C)C=CC=CC=1>[CH3:3][C:4]1([CH3:23])[CH2:13][CH2:12][C:11]([CH3:14])([CH3:15])[C:10]2[CH:9]=[C:8]([CH2:16][CH2:17][CH2:18][C:19]([OH:21])=[O:20])[CH:7]=[CH:6][C:5]1=2. Procedure details: To a mixture of 6 g zinc wool and 0.6 g of mercuric chloride, there are added 9 cm3 of water and 0.3 cm3 of 12N HCl. The mixture is stirred for 10 minutes at ambient temperature. The aqueous phase is removed by decanting. The resulting amalgam is rinsed with 20 cm3 of water. There are added 7.21 g (0.025 mole) of 4-(5,5,8,8-tetramethyl-5,6,7,8-tetrahydro-2-naphthyl)-4-oxo butyric acid, described in Example III, 10 cm3 of water, 8 cm3 of toluene and 5 cm3 of 12N HCl. The mixture is heated for 34 ... Starting materials: C(C)(=O)OCC (ethyl acetate), COC(C1=C(C=CC=C1I)CBr)=O (2-bromomethyl-6-iodo-benzoic acid methyl ester), FC=1C=C(C=CC1)CCCN (3-(3-fluoro-phenyl)-propylamine), C(=O)([O-])[O-].[K+].[K+] (K2CO3). Solvent: C1(=CC=CC=C1)C (toluene), CCCCCC (hexane). Conditions: temperature 100 celsius, time 2 hour. Yields the product FC=1C=C(C=CC1)CCCN1C(C2=C(C=CC=C2C1)I)=O (2-[3-(3-fluoro-phenyl)-propyl]-7-iodo-2,3-dihydro-isoindol-1-one). The yield is 66.3%. As a reaction SMILES: CO[C:3](=[O:13])[C:4]1[C:9]([I:10])=[CH:8][CH:7]=[CH:6][C:5]=1[CH2:11]Br.[F:14][C:15]1[CH:16]=[C:17]([CH2:21][CH2:22][CH2:23][NH2:24])[CH:18]=[CH:19][CH:20]=1.C([O-])([O-])=O.[K+].[K+].C(OCC)(=O)C>C1(C)C=CC=CC=1.CCCCCC>[F:14][C:15]1[CH:16]=[C:17]([CH2:21][CH2:22][CH2:23][N:24]2[CH2:11][C:5]3[C:4](=[C:9]([I:10])[CH:8]=[CH:7][CH:6]=3)[C:3]2=[O:13])[CH:18]=[CH:19][CH:20]=1 |f:2.3.4|. Procedure: A mixture of 2-bromomethyl-6-iodo-benzoic acid methyl ester (0.150 g, 0.42 mmol), 3-(3-fluoro-phenyl)-propylamine (0.091 mL, 0.6 mmol), and K2CO3 (0.138 g, 1 mmol) in toluene (5 mL) was heated with stirring at 100° C. for 2 h. Workup and silica gel column chromatography using 30% ethyl acetate in hexane afforded 2-[3-(3-fluoro-phenyl)-propyl]-7-iodo-2,3-dihydro-isoindol-1-one (0.110 g, 69%). 1H NMR (300 MHz, CDCl3): δ ppm) 2.01 (m, 2H), 2.72 (t, 2H), 3.66 (t, 2H), 4.25 (s, 2H), 6.82-7.24 (m, 5H)... The reactants are CCOC(=O)C1=C(COCCN)NC(C)=C(C(=O)OC)C1c1ccccc1Cl, NS(N)(=O)=O, C1COCCO1. Product: CCOC(=O)C1=C(COCCNS(N)(=O)=O)NC(C)=C(C(=O)OC)C1c1ccccc1Cl. RXN SMILES: [NH2:1][CH2:2][CH2:3][O:4][CH2:5][C:6]1=[C:11]([C:12](=[O:13])[O:14][CH2:15][CH3:16])[CH:10]([c:17]2[c:18]([Cl:23])[cH:19][cH:20][cH:21][cH:22]2)[C:9]([C:24](=[O:25])[O:26][CH3:27])=[C:8]([CH3:28])[NH:7]1.[NH2:29][S:30]([NH2:31])(=[O:32])=[O:33].[O:34]1[CH2:35][CH2:36][O:37][CH2:38][CH2:39]1>>[NH:1]([CH2:2][CH2:3][O:4][CH2:5][C:6]1=[C:11]([C:12](=[O:13])[O:14][CH2:15][CH3:16])[CH:10]([c:17]2[c:18]([Cl:23])[cH:19][cH:20][cH:21][cH:22]2)[C:9]([C:24](=[O:25])[O:26][CH3:27])=[C:8]([CH3:28])[NH:7]1)[S:30]([NH2:29])(=[O:32])=[O:33].